Task: describe an organic reaction: reactants, conditions, products, and yield. Dataset: the Open Reaction Database (ORD), a public repository of structured organic reaction records Starting materials: C([O-])([O-])=O.[K+].[K+] (potassium carbonate), CS(=O)(=O)N1CCC(=CC1)C=1C=C2C(=CN1)O[C@@](C2)(C2CCNCC2)C ((S)-5-(1-methanesulfonyl-1,2,3,6-tetrahydro-pyridin-4-yl)-2-methyl-2-piperidin-4-yl-2,3-dihydro-furo[2,3-c]pyridine), Intermediate 41, BrC1=NC=C(N=C1)C (2-bromo-5-methyl-pyrazine). The solvent is CS(=O)C (dimethylsulfoxide). Yields the product CS(=O)(=O)N1CCC(=CC1)C=1C=C2C(=CN1)O[C@@](C2)(C2CCN(CC2)C2=NC=C(N=C2)C)C ((S)-5-(1-Methanesulfonyl-1,2,3,6-tetrahydro-pyridin-4-yl)-2-methyl-2-[1-(5-methyl-pyrazin-2-yl)-piperidin-4-yl]-2,3-dihydro-furo[2,3-c]pyridine). RXN SMILES: [CH3:1][S:2]([N:5]1[CH2:10][CH:9]=[C:8]([C:11]2[CH:12]=[C:13]3[CH2:19][C@@:18]([CH3:26])([CH:20]4[CH2:25][CH2:24][NH:23][CH2:22][CH2:21]4)[O:17][C:14]3=[CH:15][N:16]=2)[CH2:7][CH2:6]1)(=[O:4])=[O:3].Br[C:28]1[CH:33]=[N:32][C:31]([CH3:34])=[CH:30][N:29]=1.C(=O)([O-])[O-].[K+].[K+]>CS(C)=O>[CH3:1][S:2]([N:5]1[CH2:6][CH:7]=[C:8]([C:11]2[CH:12]=[C:13]3[CH2:19][C@@:18]([CH3:26])([CH:20]4[CH2:25][CH2:24][N:23]([C:28]5[CH:33]=[N:32][C:31]([CH3:34])=[CH:30][N:29]=5)[CH2:22][CH2:21]4)[O:17][C:14]3=[CH:15][N:16]=2)[CH2:9][CH2:10]1)(=[O:3])=[O:4] |f:2.3.4|. Procedure details: The title compound is prepared from (S)-5-(1-methanesulfonyl-1,2,3,6-tetrahydro-pyridin-4-yl)-2-methyl-2-piperidin-4-yl-2,3-dihydro-furo[2,3-c]pyridine (Intermediate 41; the configuration of the stereocenter is arbitrarily assigned) and 2-bromo-5-methyl-pyrazine in dimethylsulfoxide at 125° C. in the presence of potassium carbonate. LC (method 4): tR=0.84 min; Mass spectrum (ESI+): m/z=470 [M+H]+. Reactants: [N+](=O)([O-])C=1C=NC2=CC=CC=C2C1NCCCO (3-[(3-nitroquinolin-4-yl)amino]propan-1-ol), C([O-])([O-])=O.[Na+].[Na+] (sodium carbonate), S(=O)(Cl)Cl (thionyl chloride), ClCCl (dichloromethane). Solvent: O (water). Conditions: time 2 hour. Product: ClCCCNC1=C(C=NC2=CC=CC=C12)[N+](=O)[O-] (N-(3-chloropropyl)-3-nitroquinolin-4-amine). Yield: 97.0%. RXN SMILES: [N+:1]([C:4]1[CH:5]=[N:6][C:7]2[C:12]([C:13]=1[NH:14][CH2:15][CH2:16][CH2:17]O)=[CH:11][CH:10]=[CH:9][CH:8]=2)([O-:3])=[O:2].S(Cl)([Cl:21])=O.ClCCl.C(=O)([O-])[O-].[Na+].[Na+]>O>[Cl:21][CH2:17][CH2:16][CH2:15][NH:14][C:13]1[C:12]2[C:7](=[CH:8][CH:9]=[CH:10][CH:11]=2)[N:6]=[CH:5][C:4]=1[N+:1]([O-:3])=[O:2] |f:3.4.5|. Procedure details: A round bottom flask was charged with a magnetic stir bar, 3-[(3-nitroquinolin-4-yl)amino]propan-1-ol (20.75 g, 83.93 mmol), thionyl chloride (15.0 g, 125.89 mmol), and dichloromethane (420 mL). The bright yellow, homogeneous solution was stirred at ambient temperature for 2 hours at which time the starting material was completely consumed. The volatiles were removed under reduced pressure and he resulting solid stirred in water (400 mL) made basic (pH 10) with solid sodium carbonate. A bright y... The reactants are N1=CC=CC=C1 (pyridine), ClC(=O)OC1=CC=C(C(=O)OC)C=C1 (methyl 4-[(chlorocarbonyl)oxy]benzoate), C1(=CC=CC2=CC=CC=C12)[C@@H](C)N(C(OC(C)(C)C)=O)C[C@H]1CNC[C@@H]1C1=CC=CC=C1 (tert-butyl [(1R)-1-(1-naphthyl)ethyl]{[(3R,4S)-4-phenylpyrrolidin-3-yl]methyl}carbamate). The solvent is C1CCOC1 (THF). Product: C(C)(C)(C)OC(=O)N([C@H](C)C1=CC=CC2=CC=CC=C12)C[C@H]1CN(C[C@@H]1C1=CC=CC=C1)C(=O)OC1=CC=C(C=C1)C(=O)OC (4-(methoxycarbonyl)phenyl (3R,4S)-3-({(tert-butoxycarbonyl) [(1R)-1-(1-naphthyl)ethyl]amino}methyl)-4-phenylpyrrolidine-1-carboxylate), crude product. RXN SMILES: N1C=CC=CC=1.Cl[C:8]([O:10][C:11]1[CH:20]=[CH:19][C:14]([C:15]([O:17][CH3:18])=[O:16])=[CH:13][CH:12]=1)=[O:9].[C:21]1([C@H:31]([N:33]([CH2:41][C@@H:42]2[C@@H:46]([C:47]3[CH:52]=[CH:51][CH:50]=[CH:49][CH:48]=3)[CH2:45][NH:44][CH2:43]2)[C:34](=[O:40])[O:35][C:36]([CH3:39])([CH3:38])[CH3:37])[CH3:32])[C:30]2[C:25](=[CH:26][CH:27]=[CH:28][CH:29]=2)[CH:24]=[CH:23][CH:22]=1>C1COCC1>[C:36]([O:35][C:34]([N:33]([CH2:41][C@@H:42]1[C@@H:46]([C:47]2[CH:48]=[CH:49][CH:50]=[CH:51][CH:52]=2)[CH2:45][N:44]([C:8]([O:10][C:11]2[CH:20]=[CH:19][C:14]([C:15]([O:17][CH3:18])=[O:16])=[CH:13][CH:12]=2)=[O:9])[CH2:43]1)[C@@H:31]([C:21]1[C:30]2[C:25](=[CH:26][CH:27]=[CH:28][CH:29]=2)[CH:24]=[CH:23][CH:22]=1)[CH3:32])=[O:40])([CH3:37])([CH3:38])[CH3:39]. Procedure details: A 0.06 ml portion of pyridine and 103 mg of methyl 4-[(chlorocarbonyl)oxy]benzoate (mfd. by Fluka) were added in that order to a THF (5.0 ml) solution of 173 mg of tert-butyl [(1R)-1-(1-naphthyl)ethyl]{[(3R,4S)-4-phenylpyrrolidin-3-yl]methyl}carbamate and stirred for 1 week. Thereafter, its work-up and purification were carried out in the standard method to obtain 4-(methoxycarbonyl)phenyl (3R,4S)-3-({(tert-butoxycarbonyl) [(1R)-1-(1-naphthyl)ethyl]amino}methyl)-4-phenylpyrrolidine-1-carboxylate... The reactants are BrC=1C(=C(C(=O)OCC)C=CC1CSC1=C(C=CC=C1)C)OC (ethyl 3-bromo-2-methoxy-(2-methylphenylthiomethyl)benzoate), BrC=1C=CC(=C(C(=O)OC)C1)CBr (methyl 5-bromo-2-bromomethylbenzoate), C1(=CC=CC=C1)S (thiophenol). The product is BrC=1C=CC(=C(C(=O)OC)C1)CSC1=CC=CC=C1 (Methyl 5-bromo-2-(phenylthiomethyl)benzoate). Reaction SMILES: BrC1C(OC)=C(C=CC=1C[S:14][C:15]1[CH:20]=[CH:19][CH:18]=[CH:17][C:16]=1C)C(OCC)=O.[Br:24][C:25]1[CH:26]=[CH:27][C:28]([CH2:35]Br)=[C:29]([CH:34]=1)[C:30]([O:32][CH3:33])=[O:31].C1(S)C=CC=CC=1>>[Br:24][C:25]1[CH:26]=[CH:27][C:28]([CH2:35][S:14][C:15]2[CH:20]=[CH:19][CH:18]=[CH:17][CH:16]=2)=[C:29]([CH:34]=1)[C:30]([O:32][CH3:33])=[O:31]. Procedure details: Prepared by proceeding in a similar manner to Intermediate 77, starting from methyl 5-bromo-2-bromomethylbenzoate (prepared according to Lartia et al, J Org Chem, 2008, 73, 1732) and thiophenol. Starting materials: O[C@H]1C2(CC2)CCN(C1)C(CCCN1C([C@@H](NCC1)C)=O)=O ((S)-1-[4-((S)-4-hydroxy-6-aza-spiro[2.5]oct-6-yl)-4-oxo-butyl]-3-methyl-piperazin-2-one), O[C@H]1C2(CC2)CCN(C1)C(CCCN1C([C@@H](NCC1)C)=O)=O ((S)-1-[4-((S)-4-hydroxy-6-aza-spiro[2.5]oct-6-yl)-4-oxo-butyl]-3-methyl-piperazin-2-one), ClC1=CC=C(C=C1)N=C=O (4-chlorophenyl isocyanate). Yields the product ClC1=CC=C(C=C1)NC(=O)N1[C@H](C(N(CC1)CCCC(=O)N1C[C@H](C2(CC2)CC1)O)=O)C ((S)-4-[4-((S)-4-Hydroxy-6-aza-spiro[2.5]oct-6-yl)-4-oxo-butyl]-2-methyl-3-oxo-piperazine-1-carboxylic acid (4-chloro-phenyl)-amide). Isolated yield 72.0%. RXN SMILES: [OH:1][C@@H:2]1[CH2:9][N:8]([C:10](=[O:22])[CH2:11][CH2:12][CH2:13][N:14]2[CH2:19][CH2:18][NH:17][C@@H:16]([CH3:20])[C:15]2=[O:21])[CH2:7][CH2:6][C:3]21[CH2:5][CH2:4]2.[Cl:23][C:24]1[CH:29]=[CH:28][C:27]([N:30]=[C:31]=[O:32])=[CH:26][CH:25]=1>>[Cl:23][C:24]1[CH:29]=[CH:28][C:27]([NH:30][C:31]([N:17]2[CH2:18][CH2:19][N:14]([CH2:13][CH2:12][CH2:11][C:10]([N:8]3[CH2:7][CH2:6][C:3]4([CH2:5][CH2:4]4)[C@H:2]([OH:1])[CH2:9]3)=[O:22])[C:15](=[O:21])[C@@H:16]2[CH3:20])=[O:32])=[CH:26][CH:25]=1. Procedure: In analogy to the procedure described in Example 25, (S)-1-[4-((S)-4-hydroxy-6-aza-spiro[2.5]oct-6-yl)-4-oxo-butyl]-3-methyl-piperazin-2-one (intermediate 13) and 4-chlorophenyl isocyanate gave the titled compound in 72% yield as white foam. MS: 463.2 (MH+, Cl). The product is O=[N+]([O-])c1cc(Cl)c(Cl)cc1NC1CCN(C2CCOCC2)CC1. As a reaction SMILES: [CH3:29][CH2:30][O:31][C:32](=[O:33])[CH3:34].[CH3:35][N:36]([CH3:37])[CH:38]=[O:39].[CH:40]([N:41]([CH:42]([CH3:43])[CH3:44])[CH2:45][CH3:46])([CH3:47])[CH3:48].[Cl:1][c:2]1[cH:3][c:4]([F:12])[c:5]([N+:9](=[O:10])[O-:11])[cH:6][c:7]1[Cl:8].[ClH:13].[ClH:14].[O:15]1[CH2:16][CH2:17][CH:18]([N:21]2[CH2:22][CH2:23][CH:24]([NH2:27])[CH2:25][CH2:26]2)[CH2:19][CH2:20]1.[OH2:28]>>[Cl:1][c:2]1[cH:3][c:4]([NH:27][CH:24]2[CH2:23][CH2:22][N:21]([CH:18]3[CH2:17][CH2:16][O:15][CH2:20][CH2:19]3)[CH2:26][CH2:25]2)[c:5]([N+:9](=[O:10])[O-:11])[cH:6][c:7]1[Cl:8]. Reactants: CCOC(C)=O, CN(C)C=O, CCN(C(C)C)C(C)C, O=[N+]([O-])c1cc(Cl)c(Cl)cc1F, Cl, Cl, NC1CCN(C2CCOCC2)CC1, O. Reaction SMILES: [CH3:16][CH2:17][O:18][CH2:19][CH3:20].[CH3:21][S:22]([CH3:23])=[O:24].[Cl:4][CH2:5][c:6]1[cH:7][o:8][c:9]2[c:10]1[cH:11][c:12]([F:15])[cH:13][cH:14]2.[Na:1][C:2]#[N:3]>>[C:2](#[N:3])[CH2:5][c:6]1[cH:7][o:8][c:9]2[c:10]1[cH:11][c:12]([F:15])[cH:13][cH:14]2. The product is N#CCc1coc2ccc(F)cc12. Reactants: CCOCC, CS(C)=O, Fc1ccc2occ(CCl)c2c1, N#C[Na].